Dataset: the Open Reaction Database (ORD), a public repository of structured organic reaction records. Task: describe an organic reaction: reactants, conditions, products, and yield Product: CCC(CC)(c1ccc(OCC(=O)OC)c(C)c1)c1cc(C)cs1. As a reaction SMILES: [Br:20][CH2:21][C:22](=[O:23])[O:24][CH3:25].[CH2:1]([CH3:2])[C:3]([CH2:4][CH3:5])([c:6]1[s:7][cH:8][c:9]([CH3:11])[cH:10]1)[c:12]1[cH:13][c:14]([CH3:19])[c:15]([OH:18])[cH:16][cH:17]1.[CH3:32][C:33](=[O:34])[CH3:35].[K+:26].[K+:27].[O-:28][C:29]([O-:30])=[O:31]>>[CH2:1]([CH3:2])[C:3]([CH2:4][CH3:5])([c:6]1[s:7][cH:8][c:9]([CH3:11])[cH:10]1)[c:12]1[cH:13][c:14]([CH3:19])[c:15]([O:18][CH2:21][C:22](=[O:23])[O:24][CH3:25])[cH:16][cH:17]1. Starting materials: COC(=O)CBr, CCC(CC)(c1ccc(O)c(C)c1)c1cc(C)cs1, CC(C)=O, [K+], [K+], O=C([O-])[O-].